Dataset: the Open Reaction Database (ORD), a public repository of structured organic reaction records. Task: describe an organic reaction: reactants, conditions, products, and yield Starting materials: CI, CN(C)C=O, [H-], O=C1CCCc2ccc([N+](=O)[O-])cc2N1, [Na+]. Product: CN1C(=O)CCCc2ccc([N+](=O)[O-])cc21. As a reaction SMILES: [CH3:18][I:19].[CH3:20][N:21]([CH3:22])[CH:23]=[O:24].[H-:17].[N+:1](=[O:2])([O-:3])[c:4]1[cH:5][c:6]2[c:7]([cH:14][cH:15]1)[CH2:8][CH2:9][CH2:10][C:11](=[O:13])[NH:12]2.[Na+:16]>>[N+:1](=[O:2])([O-:3])[c:4]1[cH:5][c:6]2[c:7]([cH:14][cH:15]1)[CH2:8][CH2:9][CH2:10][C:11](=[O:13])[N:12]2[CH3:18]. Reactants: NCCN1CCNCC1 (N-2-aminoethylpiperazine), C(=O)OC (methyl formate). Run in CO (methanol). The product is NCCN1CCN(CC1)C=O (N-2-aminoethyl-N'-formylpiperazine). Yield: 48.2%. RXN SMILES: [NH2:1][CH2:2][CH2:3][N:4]1[CH2:9][CH2:8][NH:7][CH2:6][CH2:5]1.[CH:10](OC)=[O:11]>CO>[NH2:1][CH2:2][CH2:3][N:4]1[CH2:9][CH2:8][N:7]([CH:10]=[O:11])[CH2:6][CH2:5]1. Procedure: Corresponding to Example 1, 774.3 g (6.00 mol) of N-2-aminoethylpiperazine in 300 ml of methanol were reacted with 120.0 g (2.00 mol) of methyl formate and 151.6 g (48% of theory) of N-2-aminoethyl-N'-formylpiperazine were obtained at 0.1 mm Hg between 115 and 120° C. in the form of a yellowish liquid Reactants: OC(C)C(C(=O)OC)CCCC=C (Methyl 2-(1-hydroxyethyl)-6-heptenoate), [OH-].[Na+] (sodium hydroxide). Product: OC(C)C(C(=O)O)CCCC=C (2-(1-hydroxyethyl)-6-heptenoic acid). RXN SMILES: [OH:1][CH:2]([CH:4]([CH2:9][CH2:10][CH2:11][CH:12]=[CH2:13])[C:5]([O:7]C)=[O:6])[CH3:3].[OH-].[Na+]>>[OH:1][CH:2]([CH:4]([CH2:9][CH2:10][CH2:11][CH:12]=[CH2:13])[C:5]([OH:7])=[O:6])[CH3:3] |f:1.2|. Procedure: Analogously to Example 15A, 4.80 g (25.8 mmol) of methyl 2-(1-hydroxyethyl)-6-heptenoate (Example 21A) are reacted with 39.0 ml of a 1 M sodium hydroxide solution to give 2-(1-hydroxyethyl)-6-heptenoic acid. The reactants are Nc1cccc(Br)c1Cl, COc1cc(Br)cc([N+](=O)[O-])c1C. Product: COc1cc(Br)cc(N)c1C. Reaction SMILES: [Br:14][c:15]1[c:16]([Cl:17])[c:18]([NH2:22])[cH:19][cH:20][cH:21]1.[Br:1][c:2]1[cH:3][c:4]([N+:11]([O-:12])=[O:13])[c:5]([CH3:10])[c:6]([O:8][CH3:9])[cH:7]1>>[Br:1][c:2]1[cH:3][c:4]([NH2:11])[c:5]([CH3:10])[c:6]([O:8][CH3:9])[cH:7]1. The reactants are [H-].C(C(C)C)[Al+]CC(C)C (Diisobutylaluminum hydride), CCCCCC (hexane), C1(CCCC1)C=CC(CC(=O)OCC)C (ethyl 5-cyclopentyl-3-methylpent-4-enoate), C(C)O (ethanol), ice. Run in Cl (HCl). Yields the product C1(CCCC1)C=CC(CC=O)C (5-cyclopentyl-3-methylpent-4-enal). The yield is 69.0%. As a reaction SMILES: [H-].C([Al+]CC(C)C)C(C)C.CCCCCC.[CH:17]1([CH:22]=[CH:23][CH:24]([CH3:31])[CH2:25][C:26](OCC)=[O:27])[CH2:21][CH2:20][CH2:19][CH2:18]1.C(O)C>Cl>[CH:17]1([CH:22]=[CH:23][CH:24]([CH3:31])[CH2:25][CH:26]=[O:27])[CH2:21][CH2:20][CH2:19][CH2:18]1 |f:0.1|. Reported procedure: Diisobutylaluminum hydride (95 ml of 1.0 M solution in hexane) was added into a hexane (200 ml) solution of ethyl 5-cyclopentyl-3-methylpent-4-enoate (used in example 1; 20.0 g; 95 mmol), at −65° C. After 3 hours stirring at the same temperature, ethanol (3 ml) was added, and the reaction mixture was poured into an ice-cold NH4Cl solution (200 ml) and diluted with 2 N HCl (100 ml). The organic layer was separated, washed with brine (3×200 ml), dried (MgSO4), concentrated in vacuo, and purified b...